This data is from the Open Reaction Database (ORD), a public repository of structured organic reaction records. The task is: describe an organic reaction: reactants, conditions, products, and yield The reactants are CCO, Nc1ccc(C(F)(F)F)cc1, O=Cc1cccc([N+](=O)[O-])c1. Product: O=[N+]([O-])c1cccc(C=Nc2ccc(C(F)(F)F)cc2)c1. As a reaction SMILES: [CH3:23][CH2:24][OH:25].[F:1][C:2]([c:3]1[cH:4][cH:5][c:6]([NH2:9])[cH:7][cH:8]1)([F:10])[F:11].[N+:12](=[O:13])([O-:14])[c:15]1[cH:16][c:17]([CH:18]=[O:19])[cH:20][cH:21][cH:22]1>>[F:1][C:2]([c:3]1[cH:4][cH:5][c:6]([N:9]=[CH:18][c:17]2[cH:16][c:15]([N+:12](=[O:13])[O-:14])[cH:22][cH:21][cH:20]2)[cH:7][cH:8]1)([F:10])[F:11]. The reactants are C(CCC)[Li].CCCCCC (n-butyllithium hexane), Compound, O1CCCC1 (tetrahydrofuran), C(C)(C)NC(C)C (diisopropylamine), S1C(SCC1)C(=O)OCC (ethyl 1,3-dithiolane-2-carboxylate), O1CCCC1 (tetrahydrofuran). Conditions: temperature 0 celsius. Yields the product CC(C)C(C(C1=CC=CC=C1)=O)C1(SCCS1)C(=O)OCC (Ethyl (±)-2-[1'-(1"-methylethyl)-2'-oxo-2'-phenylethyl]-1,3-dithiolane-2-carboxylate). Reaction SMILES: [CH2:1]([Li])CCC.[CH3:6][CH2:7][CH2:8][CH2:9][CH2:10][CH3:11].C(NC(C)C)(C)C.[S:19]1[CH2:23][CH2:22][S:21][CH:20]1[C:24]([O:26][CH2:27][CH3:28])=[O:25].[O:29]1[CH2:33][CH2:32][CH2:31][CH2:30]1>>[CH3:30][CH:31]([CH:32]([C:20]1([C:24]([O:26][CH2:27][CH3:28])=[O:25])[S:21][CH2:22][CH2:23][S:19]1)[C:33](=[O:29])[C:8]1[CH:7]=[CH:6][CH:11]=[CH:10][CH:9]=1)[CH3:1] |f:0.1|. Procedure: 83 ml. of 1.65M. n-butyllithium/hexane (138 mmoles) is added via syringe to a solution of 20.2 ml. (14.58 g.; 144 mmoles) of diisopropylamine in 200 ml. of dry tetrahydrofuran (distilled from ketyl) stirred at -78° C., the reaction mixture is warmed to 0° C. and cooled to -78° C., 18.7 ml. (23.35 g.; 131 mmoles) of ethyl 1,3-dithiolane-2-carboxylate (Compound CV) is added dropwise to the reaction mixture stirred at -78° C., the reaction mixture is stirred at -78° C. for 30 minutes, a solution of... Starting materials: BrCC1=CN2C(=NC=C(C2=O)C(=O)OCC)S1 (ethyl 2-(bromomethyl)-5-oxo-5H-[1,3]thiazolo[3,2-a]pyrimidine-6-carboxylate), N1CCOCC1 (morpholine). The solvent is CN(C)C=O (DMF), C(Cl)Cl (CH2Cl2). Reaction conditions: time 4 hour. Yields the product N1(CCOCC1)CC1=CN2C(=NC=C(C2=O)C(=O)OCC)S1 (Ethyl 2-(4-morpholinylmethyl)-5-oxo-5H-[1,3]thiazolo[3,2-a]pyrimidine-6-carboxylate). Yield: 80.0%. RXN SMILES: Br[CH2:2][C:3]1[S:17][C:6]2=[N:7][CH:8]=[C:9]([C:12]([O:14][CH2:15][CH3:16])=[O:13])[C:10](=[O:11])[N:5]2[CH:4]=1.[NH:18]1[CH2:23][CH2:22][O:21][CH2:20][CH2:19]1>CN(C=O)C.C(Cl)Cl>[N:18]1([CH2:2][C:3]2[S:17][C:6]3=[N:7][CH:8]=[C:9]([C:12]([O:14][CH2:15][CH3:16])=[O:13])[C:10](=[O:11])[N:5]3[CH:4]=2)[CH2:23][CH2:22][O:21][CH2:20][CH2:19]1. Procedure: A mixture of ethyl 2-(bromomethyl)-5-oxo-5H-[1,3]thiazolo[3,2-a]pyrimidine-6-carboxylate (Preparation 9, 159 mg) and morpholine (0.5 mL) in DMF (10 mL) is stirred for 4 h at rt. The mixture is diluted with CH2Cl2 (100 mL) and is washed with water. The organic layer is dried (MgSO4) and concentrated to afford 130 mg (80%) of the title compound as a white solid. Physical characteristics: MS (ESI+) m/z 324 (M+H)+. 1H NMR (DMSO) δ 8.62, 8.22,4.25, 3.75, 3.59, 2.49, 1.28.